This data is from the Open Reaction Database (ORD), a public repository of structured organic reaction records. The task is: describe an organic reaction: reactants, conditions, products, and yield The reactants are C(C)(C)NC(C)C (diisopropylamine), [Li]CCCC (n-BuLi), C(CCCCC)OC(=O)Cl (hexylchloroformate), C=1C=C(C(=C(C1)Cl)Cl)N2CCN(CC2)CCCCOC=3C=CC4=C(C3)NC(=O)CC4 (Aripiprazole). The solvent is CC1OCCC1 (2-methyltetrahydrofuran). Conditions: temperature -78 celsius, time 20 minute. Product: ClC1=C(C=CC=C1Cl)N1CCN(CC1)CCCCOC1=CC=C2CCC(N(C2=C1)C(=O)OCCCCCC)=O (Hexyl 7-(4-(4-(2,3-dichlorophenyl)piperazin-1-yl)butoxy)-2-oxo-3,4-dihydroquinoline-1(2H)-carboxylate). RXN SMILES: C(NC(C)C)(C)C.[Li]CCCC.[CH:13]1[CH:14]=[C:15]([N:21]2[CH2:26][CH2:25][N:24]([CH2:27][CH2:28][CH2:29][CH2:30][O:31][C:32]3[CH:33]=[CH:34][C:35]4[CH2:42][CH2:41][C:39](=[O:40])[NH:38][C:36]=4[CH:37]=3)[CH2:23][CH2:22]2)[C:16]([Cl:20])=[C:17]([Cl:19])[CH:18]=1.[CH2:43]([O:49][C:50](Cl)=[O:51])[CH2:44][CH2:45][CH2:46][CH2:47][CH3:48]>CC1CCCO1>[Cl:20][C:16]1[C:17]([Cl:19])=[CH:18][CH:13]=[CH:14][C:15]=1[N:21]1[CH2:26][CH2:25][N:24]([CH2:27][CH2:28][CH2:29][CH2:30][O:31][C:32]2[CH:37]=[C:36]3[C:35]([CH2:42][CH2:41][C:39](=[O:40])[N:38]3[C:50]([O:49][CH2:43][CH2:44][CH2:45][CH2:46][CH2:47][CH3:48])=[O:51])=[CH:34][CH:33]=2)[CH2:23][CH2:22]1. Procedure: To a solution of diisopropylamine (1.11 mL, 7.87 mmol) in 2-methyltetrahydrofuran (37 mL) at −5° C. was added n-BuLi (3.0 mL, 2.5 M in hexanes, 7.49 mmol) slowly. After 20 minutes, the reaction was cooled to −78° C. and Aripiprazole (1.68 g, 3.74 mmol) was added. After a further 10 minutes, hexylchloroformate (1.53 mL, 9.37 mmol) was added. The reaction was held at −78° C. for 2 hours before allowing to warm to room temperature overnight. The reaction was quenched with saturated aqueous ammonium...